Dataset: the Open Reaction Database (ORD), a public repository of structured organic reaction records. Task: describe an organic reaction: reactants, conditions, products, and yield Starting materials: CCCn1c(=O)[nH]c(=S)c2[nH]cnc21, CI, CCO, CCCCCC, [H-], [Na+]. Yields the product CCCn1c(=O)nc(SC)c2[nH]cnc21. RXN SMILES: [CH2:3]([CH2:4][CH3:5])[n:6]1[c:7](=[O:16])[nH:8][c:9](=[S:15])[c:10]2[nH:11][cH:12][n:13][c:14]12.[CH3:17][I:18].[CH3:19][CH2:20][OH:21].[CH3:22][CH2:23][CH2:24][CH2:25][CH2:26][CH3:27].[H-:1].[Na+:2]>>[CH2:3]([CH2:4][CH3:5])[n:6]1[c:7](=[O:16])[n:8][c:9]([S:15][CH3:19])[c:10]2[nH:11][cH:12][n:13][c:14]12. The reactants are O=[N+]([O-])c1ccc2c(c1)C(=NCCN1CCc3ccccc3C1)CCC2, CC(=O)O, CC(Cl)Cl. The product is O=[N+]([O-])c1ccc2c(c1)C(NCCN1CCc3ccccc3C1)CCC2. Reaction SMILES: [CH2:1]1[N:2]([CH2:11][CH2:12][N:13]=[C:14]2[CH2:15][CH2:16][CH2:17][c:18]3[cH:19][cH:20][c:21]([N+:24](=[O:25])[O-:26])[cH:22][c:23]32)[CH2:3][CH2:4][c:5]2[cH:6][cH:7][cH:8][cH:9][c:10]21.[CH3:27][C:28](=[O:29])[OH:30].[Cl:31][CH:32]([Cl:33])[CH3:34]>>[CH2:1]1[N:2]([CH2:11][CH2:12][NH:13][CH:14]2[CH2:15][CH2:16][CH2:17][c:18]3[cH:19][cH:20][c:21]([N+:24](=[O:25])[O-:26])[cH:22][c:23]32)[CH2:3][CH2:4][c:5]2[cH:6][cH:7][cH:8][cH:9][c:10]21. The reactants are BrC=1C(=NC=C(C(=O)NC2=CC=C(C=C2)SC(F)(F)F)C1)N(C)CCO (5-bromo-6-((2-hydroxyethyl)(methyl)amino)-N-(4-((trifluoromethyl)thio)phenyl)nicotinamide), N1=CN=CC(=C1)B(O)O (pyrimidin-5-ylboronic acid). The product is OCCN(C1=NC=C(C(=O)NC2=CC=C(C=C2)SC(F)(F)F)C=C1C=1C=NC=NC1)C (6-((2-Hydroxyethyl)(methyl)amino)-5-(pyrimidin-5-yl)-N-(4-((trifluoromethyl)thio)phenyl)nicotinamide). Reaction SMILES: Br[C:2]1[C:3]([N:22]([CH2:24][CH2:25][OH:26])[CH3:23])=[N:4][CH:5]=[C:6]([CH:21]=1)[C:7]([NH:9][C:10]1[CH:15]=[CH:14][C:13]([S:16][C:17]([F:20])([F:19])[F:18])=[CH:12][CH:11]=1)=[O:8].[N:27]1[CH:32]=[C:31](B(O)O)[CH:30]=[N:29][CH:28]=1>>[OH:26][CH2:25][CH2:24][N:22]([CH3:23])[C:3]1[C:2]([C:31]2[CH:32]=[N:27][CH:28]=[N:29][CH:30]=2)=[CH:21][C:6]([C:7]([NH:9][C:10]2[CH:15]=[CH:14][C:13]([S:16][C:17]([F:20])([F:19])[F:18])=[CH:12][CH:11]=2)=[O:8])=[CH:5][N:4]=1. Procedure: The title compound was prepared in an analogous fashion to that described in Example 185 using 5-bromo-6-((2-hydroxyethyl)(methyl)amino)-N-(4-((trifluoromethyl)thio)phenyl)nicotinamide (Stage 192.1) and pyrimidin-5-ylboronic acid to afford an off-white solid. HPLC (Condition 4) tR=5.26 min, UPLC-MS (Condition 3) tR=1.00 min, m/z=450.3 [M+H]+; 1H-NMR (400 MHz, DMSO-d6) δ ppm 2.69 (s, 3H) 3.40-3.62 (m, 4H) 4.67 (t, J=1.00 Hz, 1H) 7.69 (d, J=8.60 Hz, 2H) 7.90 (d, J=1.00 Hz, 2H) 8.14 (d, J=2.30 Hz, ... Starting materials: O (water), BrC(C(CC)Cl)=O (α-bromobutanoyl chloride), N1C(=O)CCC2=CC=CC=C12 (3,4-dihydrocarbostyril), [Cl-].[Al+3].[Cl-].[Cl-] (aluminum chloride). The solvent is C(Cl)Cl (methylene chloride), C(Cl)Cl (methylene chloride). The product is BrC(C(CC)C=1C=C2CCC(NC2=CC1)=O)=O (6-(α-Bromobutanoyl)-3,4-dihydrocarbostyril). RXN SMILES: [Br:1][C:2](=[O:7])[CH:3](Cl)[CH2:4][CH3:5].[NH:8]1[C:18]2[C:13](=[CH:14][CH:15]=[CH:16][CH:17]=2)[CH2:12][CH2:11][C:9]1=[O:10].[Cl-].[Al+3].[Cl-].[Cl-].O>C(Cl)Cl>[Br:1][C:2](=[O:7])[CH:3]([C:15]1[CH:14]=[C:13]2[C:18](=[CH:17][CH:16]=1)[NH:8][C:9](=[O:10])[CH2:11][CH2:12]2)[CH2:4][CH3:5] |f:2.3.4.5|. Reported procedure: A solution of α-bromobutanoyl chloride (78.9 g) in methylene chloride (50 ml) is added to a stirred mixture of 3,4-dihydrocarbostyril (31.3 g) and aluminum chloride (59.6 g) in methylene chloride (300 ml). The reaction mixture is stirred at reflux for about 3.5 hours, cooled, poured into a mixture of ice and water, resulting in the formation of a white precipitate which is filtered, washed with water, dried, and recrystallized from isopropanol, affording the desired product. Starting materials: FC([C@H](C=1C=NC(=CC1)NN)N1C[C@@H](CC1)O)(F)F ((R)-1-((S)-2,2,2-trifluoro-1-(6-hydrazinylpyridin-3-yl)ethyl)pyrrolidin-3-ol), C(C)(C)OC=1C=CC=C2C=CC(=NC12)C=O (8-isopropoxyquinoline-2-carbaldehyde). Product: FC([C@H](C=1C=CC=2N(C1)C(=NN2)C2=NC1=C(C=CC=C1C=C2)OC(C)C)N2C[C@@H](CC2)O)(F)F ((R)-1-((S)-2,2,2-trifluoro-1-(3-(8-isopropoxyquinolin-2-yl)-[1,2,4]triazolo[4,3-a]pyridin-6-yl)ethyl)pyrrolidin-3-ol). Reaction SMILES: [F:1][C:2]([F:19])([F:18])[C@@H:3]([N:12]1[CH2:16][CH2:15][C@@H:14]([OH:17])[CH2:13]1)[C:4]1[CH:5]=[N:6][C:7]([NH:10][NH2:11])=[CH:8][CH:9]=1.[CH:20]([O:23][C:24]1[CH:25]=[CH:26][CH:27]=[C:28]2[C:33]=1[N:32]=[C:31]([CH:34]=O)[CH:30]=[CH:29]2)([CH3:22])[CH3:21]>>[F:19][C:2]([F:1])([F:18])[C@@H:3]([N:12]1[CH2:16][CH2:15][C@@H:14]([OH:17])[CH2:13]1)[C:4]1[CH:9]=[CH:8][C:7]2[N:6]([C:34]([C:31]3[CH:30]=[CH:29][C:28]4[C:33](=[C:24]([O:23][CH:20]([CH3:22])[CH3:21])[CH:25]=[CH:26][CH:27]=4)[N:32]=3)=[N:11][N:10]=2)[CH:5]=1. Procedure details: Prepared as described in Example 9B, Steps A-F, using (R)-1-((S)-2,2,2-trifluoro-1-(6-hydrazinylpyridin-3-yl)ethyl)pyrrolidin-3-ol in place of tert-butyl (S)-1-((R)-2,2,2-trifluoro-1-(6-hydrazinylpyridin-3-yl)ethyl)pyrrolidin-3-ylcarbamate and using 8-isopropoxyquinoline-2-carbaldehyde in place of 8-methoxyquinoline-2-carbaldehyde in Step F. LCMS APCI (+) m/z 472.1 (M+H). The reactants are FC(C1=CC=C(N)C=C1)(F)F (4-trifluoromethylaniline), ClC=1C(=NC=CC1)C(=O)O (3-chloropicolinic acid), CCN=C=NCCCN(C)C.Cl (EDCI hydrochloride), C([O-])(O)=O.[Na+] (sodium bicarbonate). The reagents and catalysts are C=1C=CC2=C(C1)N=NN2O (HOBt). Run in N1=CC=CC=C1 (pyridine). Reaction conditions: time 2 hour. Yields the product ClC=1C(=NC=CC1)C(=O)NC1=CC=C(C=C1)C(F)(F)F (3-chloro-N-(4-trifluoromethylphenyl)picolinamide). Isolated yield 90.0%. RXN SMILES: [F:1][C:2]([F:11])([F:10])[C:3]1[CH:9]=[CH:8][C:6]([NH2:7])=[CH:5][CH:4]=1.[Cl:12][C:13]1[C:14]([C:19](O)=[O:20])=[N:15][CH:16]=[CH:17][CH:18]=1.CCN=C=NCCCN(C)C.Cl.C(=O)(O)[O-].[Na+]>C1C=CC2N(O)N=NC=2C=1.N1C=CC=CC=1>[Cl:12][C:13]1[C:14]([C:19]([NH:7][C:6]2[CH:8]=[CH:9][C:3]([C:2]([F:10])([F:11])[F:1])=[CH:4][CH:5]=2)=[O:20])=[N:15][CH:16]=[CH:17][CH:18]=1 |f:2.3,4.5|. Reported procedure: A mixture of 0.80 g of 4-trifluoromethylaniline, 0.78 g of 3-chloropicolinic acid, 1.15 g of EDCI hydrochloride, 0.06 g of HOBt and 10 mL of pyridine was stirred at room temperature for 2 hours. A saturated aqueous sodium bicarbonate solution was poured to the reaction mixture, and the mixture was extracted with ethyl acetate. The organic layer was dried over anhydrous sodium sulfate and then concentrated under reduced pressure, and the resulting solid was washed with hexane and dried to obtain ... The reactants are C(C)OC(CC(=O)C1=CC=NO1)=O (3-Isoxazol-5-yl-3-oxo-propionic acid ethyl ester), N(N)C1=CC=C(C(=O)NC2CC(N(C(C2)(C)C)C)(C)C)C=C1 (4-Hydrazino-N-(1,2, 2,6,6-pentamethyl-piperidin-4-yl)-benzamide), C(C)O (ethanol). Solvent: C(C)(=O)O (acetic acid). Reaction conditions: temperature 65 celsius, time 2 hour. The product is O1N=CC=C1C=1NN(C(C1)=O)C1=CC=C(C(=O)NC2CC(N(C(C2)(C)C)C)(C)C)C=C1 (4-(3-Isoxazol-5-yl-5-oxo-2,5-dihydro-pyrazol-1-yl)-N-(1,2,2,6,6-pentamethyl-piperidin-4-yl)-benzamide). As a reaction SMILES: C(O[C:4](=[O:13])[CH2:5][C:6]([C:8]1[O:12][N:11]=[CH:10][CH:9]=1)=O)C.[NH:14]([C:16]1[CH:35]=[CH:34][C:19]([C:20]([NH:22][CH:23]2[CH2:28][C:27]([CH3:30])([CH3:29])[N:26]([CH3:31])[C:25]([CH3:33])([CH3:32])[CH2:24]2)=[O:21])=[CH:18][CH:17]=1)[NH2:15].C(O)C>C(O)(=O)C>[O:12]1[C:8]([C:6]2[NH:15][N:14]([C:16]3[CH:35]=[CH:34][C:19]([C:20]([NH:22][CH:23]4[CH2:24][C:25]([CH3:32])([CH3:33])[N:26]([CH3:31])[C:27]([CH3:30])([CH3:29])[CH2:28]4)=[O:21])=[CH:18][CH:17]=3)[C:4](=[O:13])[CH:5]=2)=[CH:9][CH:10]=[N:11]1. Reported procedure: 3-Isoxazol-5-yl-3-oxo-propionic acid ethyl ester (49 mg) and 4-Hydrazino-N-(1,2, 2,6,6-pentamethyl-piperidin-4-yl)-benzamide (93 mg) were dissolved into ethanol (2.5 ml) and acetic acid (0.3 ml) and the solution stirred at 65° C. for 2 h. Concentration in vacuo and purification by HPLC gave the expected product. LC/MS: main peak is product (m/z: 424.3) Reactants: Cl (HCl), C(#N)C=1C(=NC2=CC=C(C=C2N1)C(=O)OC)C1=CC=CC=C1 (methyl 3-cyano-2-phenylquinoxaline-6-carboxylate), [OH-].[Na+] (NaOH), ethyl acetate petroleum ether. Conditions: time 1 hour. Isolated yield 100.5%. As a reaction SMILES: [C:1]([C:3]1[C:4]([C:17]2[CH:22]=[CH:21][CH:20]=[CH:19][CH:18]=2)=[N:5][C:6]2[C:11]([N:12]=1)=[CH:10][C:9]([C:13]([O:15]C)=[O:14])=[CH:8][CH:7]=2)#N.[OH-].[Na+].Cl>CO.O>[C:4]([C:17]1[CH:22]=[CH:21][C:1]([C:3]2[C:4]([C:17]3[CH:18]=[CH:19][CH:20]=[CH:21][CH:22]=3)=[N:5][C:6]3[C:11]([N:12]=2)=[CH:10][C:9]([C:13]([OH:15])=[O:14])=[CH:8][CH:7]=3)=[CH:19][CH:18]=1)#[N:5] |f:1.2,4.5|. Product: C(#N)C1=CC=C(C=C1)C=1C(=NC2=CC=C(C=C2N1)C(=O)O)C1=CC=CC=C1 (3-(4-cyanophenyl)-2-phenylquinoxaline-6-carboxylic acid). Solvent: CO.O (MeOH H2O). Reported procedure: A solution of methyl 3-cyano-2-phenylquinoxaline-6-carboxylate (50 mg, 0.17 mmol, 1.00 equiv) and NaOH (16 mg, 0.40 mmol, 3.00 equiv) in MeOH/H2O (5/5 mL) in a 50-mL round-bottom flask was allowed to react, with stirring, for 1 hr at room temperature, followed by a further 1 hr at 50° C. in an oil bath. The reaction progress was monitored by TLC (ethyl acetate:petroleum ether (1:2)). The pH value of the solution was adjusted to 4 with 1N HCl, and the resulting mixture was concentrated under vacu...